This data is from the Open Reaction Database (ORD), a public repository of structured organic reaction records. The task is: describe an organic reaction: reactants, conditions, products, and yield Starting materials: CC1(OCC(CO1)(CC)N)C (2,2-Dimethyl-5-amino-5-ethyl-1,3-dioxane), ON1N=NC2=C1C=CC=C2 (1-hydroxybenzo-triazole), C(CCCCCCCCCCC)(=O)O (dodecanoic acid), C1CCC(CC1)N=C=NC2CCCCC2 (DCC). The solvent is C(Cl)Cl (methylene chloride). The product is CC1(OCC(CO1)(CC)NC(CCCCCCCCCCC)=O)C (2,2-Dimethyl-5-dodecanoylamino-5-ethyl-1,3-dioxane). RXN SMILES: [CH3:1][C:2]1([CH3:11])[O:7][CH2:6][C:5]([NH2:10])([CH2:8][CH3:9])[CH2:4][O:3]1.[C:12](O)(=[O:24])[CH2:13][CH2:14][CH2:15][CH2:16][CH2:17][CH2:18][CH2:19][CH2:20][CH2:21][CH2:22][CH3:23].C1CCC(N=C=NC2CCCCC2)CC1.ON1C2C=CC=CC=2N=N1>C(Cl)Cl>[CH3:11][C:2]1([CH3:1])[O:3][CH2:4][C:5]([NH:10][C:12](=[O:24])[CH2:13][CH2:14][CH2:15][CH2:16][CH2:17][CH2:18][CH2:19][CH2:20][CH2:21][CH2:22][CH3:23])([CH2:8][CH3:9])[CH2:6][O:7]1. Reported procedure: 2,2-Dimethyl-5-amino-5-ethyl-1,3-dioxane is acylated wih dodecanoic acid in methylene chloride in the presence of DCC and 1-hydroxybenzo-triazole. Filtration and concentration gives the product. The reactants are CN(C)CC(=O)O, CN(C)C=O, Cl, Cc1cc2c(c3ccc(=O)[nH]c13)OC(CN)C2, On1nnc2ccccc21. Product: Cl, Cc1cc2c(c3ccc(=O)[nH]c13)OC(CNC(=O)CN(C)C)C2. As a reaction SMILES: [CH3:19][N:20]([CH3:21])[CH2:22][C:23]([OH:24])=[O:25].[CH3:36][N:37]([CH3:38])[CH:39]=[O:40].[ClH:18].[NH2:1][CH2:2][CH:3]1[CH2:4][c:5]2[c:6]([c:7]3[cH:8][cH:9][c:10](=[O:16])[nH:11][c:12]3[c:13]([CH3:15])[cH:14]2)[O:17]1.[OH:26][n:27]1[c:28]2[c:29]([cH:30][cH:31][cH:32][cH:33]2)[n:34][n:35]1>>[ClH:18].[NH:1]([CH2:2][CH:3]1[CH2:4][c:5]2[c:6]([c:7]3[cH:8][cH:9][c:10](=[O:16])[nH:11][c:12]3[c:13]([CH3:15])[cH:14]2)[O:17]1)[C:23]([CH2:22][N:20]([CH3:19])[CH3:21])=[O:24]. Reactants: Cl (hydrochloric acid), C(Cl)Cl (methylene chloride), CC1=C(OCC2=C(C=CC=C2)C(C(=O)N)=NO)C=C(C=C1)C (2-[2-(2,5-dimethylphenoxymethyl)phenyl]-2-hydroxyiminoacetamide), O (water). Run in C1(=CC=CC=C1)C (toluene). Reaction conditions: time 15 hour. Yields the product CC1=C(OCC2=C(C=CC=C2)\C(\C(=O)N)=N/O)C=C(C=C1)C ((E)-2-[2-(2,5-dimethylphenoxymethyl)phenyl]-2-hydroxyiminoacetamide). Yield: 95.8%. RXN SMILES: Cl.C(Cl)Cl.[CH3:5][C:6]1[CH:25]=[CH:24][C:23]([CH3:26])=[CH:22][C:7]=1[O:8][CH2:9][C:10]1[CH:15]=[CH:14][CH:13]=[CH:12][C:11]=1[C:16](=[N:20][OH:21])[C:17]([NH2:19])=[O:18].O>C1(C)C=CC=CC=1>[CH3:5][C:6]1[CH:25]=[CH:24][C:23]([CH3:26])=[CH:22][C:7]=1[O:8][CH2:9][C:10]1[CH:15]=[CH:14][CH:13]=[CH:12][C:11]=1/[C:16](=[N:20]\[OH:21])/[C:17]([NH2:19])=[O:18]. Procedure details: Conc. hydrochloric acid (2 ml) and methylene chloride (5 ml) were added to 2-[2-(2,5-dimethylphenoxymethyl)phenyl]-2-hydroxyiminoacetamide (Z=at least 98%) (0.50 g, 1.68 mmol), and the mixture was stirred at room temperature for 15 hours. After stirring, water (5 ml) and toluene (5 ml) were added. The resulting crystals were separated by filtration and dried to give (E)-2-[2-(2,5-dimethylphenoxymethyl)phenyl]-2-hydroxyiminoacetamide (0.48 g, Yield: 96.0%) as colorless crystals. Reactants: CCOC(=O)Oc1ccc(C=CC=CC(=O)NCC=C(C)C)cc1OC, CO, Cl, [Na+], [OH-]. Yields the product COc1cc(C=CC=CC(=O)NCC=C(C)C)ccc1O. Reaction SMILES: [CH2:1]([CH:2]=[C:3]([CH3:4])[CH3:5])[NH:6][C:7]([CH:8]=[CH:9][CH:10]=[CH:11][c:12]1[cH:13][c:14]([O:24][CH3:25])[c:15]([O:18][C:19]([O:20][CH2:21][CH3:22])=[O:23])[cH:16][cH:17]1)=[O:26].[CH3:30][OH:31].[ClH:29].[Na+:28].[OH-:27]>>[CH2:1]([CH:2]=[C:3]([CH3:4])[CH3:5])[NH:6][C:7]([CH:8]=[CH:9][CH:10]=[CH:11][c:12]1[cH:13][c:14]([O:24][CH3:25])[c:15]([OH:18])[cH:16][cH:17]1)=[O:26].